Dataset: the Open Reaction Database (ORD), a public repository of structured organic reaction records. Task: describe an organic reaction: reactants, conditions, products, and yield The reactants are CC1(OC2=C(C(=C(C=C2CC1)OC1OCCCC1)C)C)CCC=C1C(NC(S1)=O)=O (5-{3-[2,7,8-trimethyl-6-(tetrahydro-pyran-2-yloxy)-chroman-2-yl]-propylidene}-thiazolidine-2,4-dione), O (water). Reagents/catalysts: Cl (HCl). Run in CO (MeOH). Run at time 3 hour. Yields the product OC=1C=C2CCC(OC2=C(C1C)C)(C)CCC=C1C(NC(S1)=O)=O (5-[3-(6-hydroxy-2,7,8-trimethyl-chroman-2-yl)-propylidene]-thiazolidine-2,4-dione). RXN SMILES: [CH3:1][C:2]1([CH2:21][CH2:22][CH:23]=[C:24]2[S:28][C:27](=[O:29])[NH:26][C:25]2=[O:30])[CH2:11][CH2:10][C:9]2[C:4](=[C:5]([CH3:20])[C:6]([CH3:19])=[C:7]([O:12]C3CCCCO3)[CH:8]=2)[O:3]1.O>CO.Cl>[OH:12][C:7]1[CH:8]=[C:9]2[C:4](=[C:5]([CH3:20])[C:6]=1[CH3:19])[O:3][C:2]([CH2:21][CH2:22][CH:23]=[C:24]1[S:28][C:27](=[O:29])[NH:26][C:25]1=[O:30])([CH3:1])[CH2:11][CH2:10]2. Procedure: To a solution of 5-{3-[2,7,8-trimethyl-6-(tetrahydro-pyran-2-yloxy)-chroman-2-yl]-propylidene}-thiazolidine-2,4-dione from Step 3 (155 mg) in MeOH (10 mL) were added 10 drops of conc. HCl, and the mixture was stirred at RT for 3 h, then poured into water and extracted with EtOAc. The crude product was purified by silica gel column chromatography eluting with 30-40% EtOAc in hexane to give 5-[3-(6-hydroxy-2,7,8-trimethyl-chroman-2-yl)-propylidene]-thiazolidine-2,4-dione. 1H-NMR (300 MHz, CDCl3) δ... The reactants are NC=1C(=NC=C(C1)C(F)(F)F)S (3-amino-5-(trifluoromethyl)pyridine-2-thiol), C(C)SC1=C(C(=NN1C)C(F)(F)F)C=O (5-ethylthio-1-methyl-3-trifluoromethyl-1H-pyrazole-4-carboaldehyde), S(=O)([O-])[O-].[Na+].[Na+] (sodium sulfite), C([O-])(O)=O.[Na+] (sodium bicarbonate). Reagents/catalysts: [Cu](Cl)Cl (copper(II) chloride). Solvent: CN(C(C)=O)C (N,N-dimethylacetamide), C(C)(=O)OCC (Ethyl acetate). Conditions: temperature 150 celsius, time 8 hour. The product is C(C)SC1=C(C(=NN1C)C(F)(F)F)C=1SC2=NC=C(C=C2N1)C(F)(F)F (2-(5-ethylthio-1-methyl-3-trifluoromethyl-1H-pyrazol-4-yl)-6-trifluoromethylthiazolo[5,4-b]pyridine). The yield is 44.9%. RXN SMILES: [NH2:1][C:2]1[C:3]([SH:12])=[N:4][CH:5]=[C:6]([C:8]([F:11])([F:10])[F:9])[CH:7]=1.[CH2:13]([S:15][C:16]1[N:20]([CH3:21])[N:19]=[C:18]([C:22]([F:25])([F:24])[F:23])[C:17]=1[CH:26]=O)[CH3:14].S([O-])([O-])=O.[Na+].[Na+].C(=O)(O)[O-].[Na+]>[Cu](Cl)Cl.C(OCC)(=O)C.CN(C)C(=O)C>[CH2:13]([S:15][C:16]1[N:20]([CH3:21])[N:19]=[C:18]([C:22]([F:24])([F:25])[F:23])[C:17]=1[C:26]1[S:12][C:3]2[C:2]([N:1]=1)=[CH:7][C:6]([C:8]([F:9])([F:11])[F:10])=[CH:5][N:4]=2)[CH3:14] |f:2.3.4,5.6|. Reported procedure: A mixture of 0.24 g of 3-amino-5-(trifluoromethyl)pyridine-2-thiol, 0.27 g of 5-ethylthio-1-methyl-3-trifluoromethyl-1H-pyrazole-4-carboaldehyde, 0.19 g of sodium sulfite, 0.33 g of copper(II) chloride (anhydrous) and 2 ml of N,N-dimethylacetamide was stirred at 150° C. for 8 hours. Ethyl acetate and a saturated aqueous sodium bicarbonate solution were poured into the cooled reaction mixture, and the mixture was filtered. The aqueous layer of the filtrate was extracted with ethyl acetate and the...